This data is from the Open Reaction Database (ORD), a public repository of structured organic reaction records. The task is: describe an organic reaction: reactants, conditions, products, and yield Starting materials: C([O-])([O-])=O.[K+].[K+] (potassium carbonate), ClC1=CC=C(C=C1)C1N=NC(N1CC)=O (3-(4-chlorophenyl)-4-ethyl-1,2,4-triazolin-5-one), C(C#C)Br (propargyl bromide). Solvent: CC(=O)C (acetone). Conditions: time 6 hour. Product: C(C#C)N1N=C(N(C1=O)CC)C1=CC=C(C=C1)Cl (1-propargyl-3-(4-chlorophenyl)-4-ethyl-1,2,4-triazolin-5-one). Isolated yield 68.8%. As a reaction SMILES: [Cl:1][C:2]1[CH:7]=[CH:6][C:5]([CH:8]2[N:12]([CH2:13][CH3:14])[C:11](=[O:15])[N:10]=[N:9]2)=[CH:4][CH:3]=1.C(=O)([O-])[O-].[K+].[K+].[CH2:22](Br)[C:23]#[CH:24]>CC(C)=O>[CH2:24]([N:10]1[C:11](=[O:15])[N:12]([CH2:13][CH3:14])[C:8]([C:5]2[CH:4]=[CH:3][C:2]([Cl:1])=[CH:7][CH:6]=2)=[N:9]1)[C:23]#[CH:22] |f:1.2.3|. Procedure: To the solution of 3-(4-chlorophenyl)-4-ethyl-1,2,4-triazolin-5-one (2.23 g, 0.01 mole) in dry acetone (40 ml) was added, at room temperature, potassium carbonate (1.67 g, 0.012 mole) followed by propargyl bromide (1.8 g of 80% in toluene, 0.012 mole). The reaction mixture was then refluxed with stirring for 6 hr. The mixture was cooled down to room temperature and solvent was evaporated to give a residue. The product was purified by crystallization from hexane/ether, affording 1.8 g (69.2% yiel... Reaction SMILES: [CH3:14][CH2:15][O:16][C:17](=[O:18])[CH3:19].[CH3:20][C:21](=[O:22])[OH:23].[CH3:3][O:4][CH:5]([C:6](=[O:7])[OH:8])[c:9]1[s:10][cH:11][cH:12][cH:13]1.[I:1].[OH2:2]>>[CH2:5]([C:6](=[O:7])[OH:8])[c:9]1[s:10][cH:11][cH:12][cH:13]1. Yields the product O=C(O)Cc1cccs1. The reactants are CCOC(C)=O, CC(=O)O, COC(C(=O)O)c1cccs1, I, O. Reaction SMILES: [Al+3:23].[H-:22].[H-:25].[H-:26].[H-:27].[Li+:24].[Na+:30].[O:1]1[CH2:2][CH2:3][N:4]([CH:7]([CH:8]2[CH2:9][CH2:10][C:11](=[N:14][OH:15])[CH2:12][CH2:13]2)[c:16]2[cH:17][cH:18][cH:19][cH:20][cH:21]2)[CH2:5][CH2:6]1.[O:31]1[CH2:32][CH2:33][CH2:34][CH2:35]1.[OH-:29].[OH2:28]>>[O:1]1[CH2:2][CH2:3][N:4]([CH:7]([CH:8]2[CH2:9][CH2:10][CH:11]([NH2:14])[CH2:12][CH2:13]2)[c:16]2[cH:17][cH:18][cH:19][cH:20][cH:21]2)[CH2:5][CH2:6]1. Product: NC1CCC(C(c2ccccc2)N2CCOCC2)CC1. The reactants are [Al+3], [H-], [H-], [H-], [H-], [Li+], [Na+], ON=C1CCC(C(c2ccccc2)N2CCOCC2)CC1, C1CCOC1, [OH-], O. Starting materials: CC(C)[Si](O/C(=C/CO)/C)(C(C)C)C(C)C ((E)-3-[tris-(1-methylethyl)silyloxy]but-2-en-1-ol), CC(=O)OI1(C=2C=CC=CC2C(=O)O1)(OC(=O)C)OC(=O)C (Dess-Martin periodinane), C(=O)(O)[O-].[Na+] (NaHCO3), [O-]S(=O)(=S)[O-].[Na+].[Na+] (Na2S2O3). The solvent is ClCCl (dichloromethane), CCOCC (Et2O). Reaction conditions: time 60 minute. The product is CC(C)[Si](OC/C(=C/C=O)/C)(C(C)C)C(C)C ((E)-3-[tris-(1-methylethyl)silyloxymethyl]but-2-enal). Yield: 82.0%. Reaction SMILES: [CH3:1][CH:2]([Si:4]([CH:14]([CH3:16])[CH3:15])([CH:11]([CH3:13])[CH3:12])[O:5]/[C:6](/C)=[CH:7]/[CH2:8]O)[CH3:3].[CH3:17][C:18](OI1(OC(C)=O)(OC(C)=O)OC(=O)C2C=CC=CC1=2)=[O:19].C([O-])(O)=O.[Na+].[O-]S([O-])(=S)=O.[Na+].[Na+]>ClCCl.CCOCC>[CH3:16][CH:14]([Si:4]([CH:2]([CH3:1])[CH3:3])([CH:11]([CH3:12])[CH3:13])[O:5][CH2:6]/[C:7](/[CH3:8])=[CH:17]/[CH:18]=[O:19])[CH3:15] |f:2.3,4.5.6|. Procedure: To a room temperature solution of (E)-3-[tris-(1-methylethyl)silyloxy]but-2-en-1-ol (crude from the previous step, assumed 17.6 mmol) in dichloromethane (100 mL) was added Dess-Martin periodinane (9.7 g, 22.9 mmol). The resulting suspension was stirred for 60 minutes, until the reaction was judged to be complete by TLC. The reaction mixture was diluted with Et2O and a saturated aqueous solution of NaHCO3 containing Na2S2O3 was added. This mixture was stirred vigorously until both layers became c... Starting materials: COC1=CC=C(C2=C(C=CC=C12)C)C(=O)O (4-Methoxy-8-methyl-1-naphthoic acid), C12CNCC2C1 (3-azabicyclo[3.1.0]hexane). Yields the product C12CN(CC2C1)C(=O)C1=CC=C(C2=CC=CC(=C12)C)OC (3-Azabicyclo[3.1.0]hexan-3-yl(4-methoxy-8-methylnaphthalen-1-yl)methanone). RXN SMILES: [CH3:1][O:2][C:3]1[C:12]2[C:7](=[C:8]([CH3:13])[CH:9]=[CH:10][CH:11]=2)[C:6]([C:14]([OH:16])=O)=[CH:5][CH:4]=1.[CH:17]12[CH2:22][CH:21]1[CH2:20][NH:19][CH2:18]2>>[CH:17]12[CH2:22][CH:21]1[CH2:20][N:19]([C:14]([C:6]1[C:7]3[C:12](=[CH:11][CH:10]=[CH:9][C:8]=3[CH3:13])[C:3]([O:2][CH3:1])=[CH:4][CH:5]=1)=[O:16])[CH2:18]2. Procedure details: 4-Methoxy-8-methyl-1-naphthoic acid (Step-5 of Intermediate-22) was reacted with 3-azabicyclo[3.1.0]hexane by following the similar procedure as described in Step-6 of Intermediate-22.